From a dataset of the Open Reaction Database (ORD), a public repository of structured organic reaction records. describe an organic reaction: reactants, conditions, products, and yield Reactants: CC(CC(=O)OC)(CC1=CC=C(C=C1)OCCCNC1=[N+](C=CC=C1)[O-])C (Methyl 3,3-dimethyl-4-{4-[3-(1-oxidopyridin-2-ylamino)propoxy]phenyl}-butanoate), C1=CCCCC1 (cyclohexene). Reagents/catalysts: [Pd] (Pd/C). The solvent is C(C)(C)O (isopropanol). The product is CC(CC(=O)OC)(CC1=CC=C(C=C1)OCCCNC1=NC=CC=C1)C (Methyl 3,3-dimethyl-4-{4-[3-(pyridin-2-ylamino)propoxy]phenyl}butanoate). Reaction SMILES: [CH3:1][C:2]([CH3:27])([CH2:8][C:9]1[CH:14]=[CH:13][C:12]([O:15][CH2:16][CH2:17][CH2:18][NH:19][C:20]2[CH:25]=[CH:24][CH:23]=[CH:22][N+:21]=2[O-])=[CH:11][CH:10]=1)[CH2:3][C:4]([O:6][CH3:7])=[O:5].C1CCCCC=1>[Pd].C(O)(C)C>[CH3:1][C:2]([CH3:27])([CH2:8][C:9]1[CH:14]=[CH:13][C:12]([O:15][CH2:16][CH2:17][CH2:18][NH:19][C:20]2[CH:25]=[CH:24][CH:23]=[CH:22][N:21]=2)=[CH:11][CH:10]=1)[CH2:3][C:4]([O:6][CH3:7])=[O:5]. Procedure: A mixture of the product of STEP 1 (0.95 g), cyclohexene (Aldrich, 7 mL), 10% Pd/C (0.2 g) and isopropanol (10 mL) was heated to reflux for 20 hours. The mixture was filtered through celite and concentrated in vacuo. The residue was purified by chromatography using ethyl acetate as eluant to provide the above product as a thick gum. Starting materials: CCO, [Na+], [OH-], O, N#CC(Cc1ccccc1)C(=O)NCc1cccc2ccccc12. Product: O=C(O)C(Cc1ccccc1)C(=O)NCc1cccc2ccccc12. RXN SMILES: [CH3:28][CH2:29][OH:30].[Na+:26].[OH-:25].[OH2:27].[c:1]1([CH2:11][NH:12][C:13]([CH:14]([CH2:15][c:16]2[cH:17][cH:18][cH:19][cH:20][cH:21]2)[C:22]#[N:23])=[O:24])[cH:2][cH:3][cH:4][c:5]2[cH:6][cH:7][cH:8][cH:9][c:10]12>>[c:1]1([CH2:11][NH:12][C:13]([CH:14]([CH2:15][c:16]2[cH:17][cH:18][cH:19][cH:20][cH:21]2)[C:22](=[O:25])[OH:27])=[O:24])[cH:2][cH:3][cH:4][c:5]2[cH:6][cH:7][cH:8][cH:9][c:10]12. Solvent: CC(=O)C (acetone), O (water). Isolated yield 95.4%. Reported procedure: To a solution of diethyl 4-cyclohexyl-2,6-bis(dimethoxymethyl)-1,4-dihydropyridine-3,5-dicarboxylate (30.7 g, 67.54 mmol) in acetone (450 mL) was added a solution of ceric ammonium nitrate (75.05 g, 135.08 mmol) in water (125 mL) fairly rapidly at room temperature. After stirring for 10 minutes, the resulting solution was concentrated to remove the acetone. Water (300 mL) was added and the mixture was extracted with CH2Cl2 (3×500 mL). The organic phase was washed with brine (600 mL), dried (MgSO... Reaction SMILES: [CH:1]1([CH:7]2[C:12]([C:13]([O:15][CH2:16][CH3:17])=[O:14])=[C:11]([CH:18]([O:21][CH3:22])[O:19][CH3:20])[NH:10][C:9]([CH:23]([O:26][CH3:27])[O:24][CH3:25])=[C:8]2[C:28]([O:30][CH2:31][CH3:32])=[O:29])[CH2:6][CH2:5][CH2:4][CH2:3][CH2:2]1>CC(C)=O.O>[CH:1]1([C:7]2[C:12]([C:13]([O:15][CH2:16][CH3:17])=[O:14])=[C:11]([CH:18]([O:19][CH3:20])[O:21][CH3:22])[N:10]=[C:9]([CH:23]([O:26][CH3:27])[O:24][CH3:25])[C:8]=2[C:28]([O:30][CH2:31][CH3:32])=[O:29])[CH2:6][CH2:5][CH2:4][CH2:3][CH2:2]1. Yields the product C1(CCCCC1)C1=C(C(=NC(=C1C(=O)OCC)C(OC)OC)C(OC)OC)C(=O)OCC (diethyl 4-cyclohexyl-2,6-bis(dimethoxymethyl)pyridine-3,5-dicarboxylate). Run at time 10 minute. The reactants are C1(CCCCC1)C1C(=C(NC(=C1C(=O)OCC)C(OC)OC)C(OC)OC)C(=O)OCC (diethyl 4-cyclohexyl-2,6-bis(dimethoxymethyl)-1,4-dihydropyridine-3,5-dicarboxylate), ceric ammonium nitrate. Starting materials: ClCCCl, CCN(C(C)C)C(C)C, [Cl-], [Cl-], ClCCl, COC(=O)c1ccc(C(F)(F)C(=O)O)cc1, CC([NH3+])c1ccc(OCC(F)(F)F)c[nH+]1. Yields the product COC(=O)c1ccc(C(F)(F)C(=O)NC(C)c2ccc(OCC(F)(F)F)cn2)cc1. Reaction SMILES: [CH2:34]([Cl:35])[CH2:36][Cl:37].[CH:38]([N:39]([CH2:40][CH3:41])[CH:42]([CH3:43])[CH3:44])([CH3:45])[CH3:46].[Cl-:17].[Cl-:18].[Cl:47][CH2:48][Cl:49].[F:1][C:2]([C:3](=[O:4])[OH:5])([c:6]1[cH:7][cH:8][c:9]([C:12](=[O:13])[O:14][CH3:15])[cH:10][cH:11]1)[F:16].[NH3+:19][CH:20]([CH3:21])[c:22]1[nH+:23][cH:24][c:25]([O:28][CH2:29][C:30]([F:31])([F:32])[F:33])[cH:26][cH:27]1>>[F:1][C:2]([C:3](=[O:5])[NH:19][CH:20]([CH3:21])[c:22]1[n:23][cH:24][c:25]([O:28][CH2:29][C:30]([F:31])([F:32])[F:33])[cH:26][cH:27]1)([c:6]1[cH:7][cH:8][c:9]([C:12](=[O:13])[O:14][CH3:15])[cH:10][cH:11]1)[F:16].